From a dataset of the Open Reaction Database (ORD), a public repository of structured organic reaction records. describe an organic reaction: reactants, conditions, products, and yield As a reaction SMILES: [CH2:1]([O:4][C:5]([N:7]1[CH2:11][C@H:10]([O:12][Si](C(C)(C)C)(C)C)[CH2:9][C@H:8]1[CH2:20][CH2:21][CH2:22][N:23]1[CH:27]=[CH:26][N:25]=[CH:24]1)=[O:6])[CH:2]=[CH2:3].Cl>C(#N)C>[CH2:1]([O:4][C:5]([N:7]1[CH2:11][C@H:10]([OH:12])[CH2:9][C@H:8]1[CH2:20][CH2:21][CH2:22][N:23]1[CH:27]=[CH:26][N:25]=[CH:24]1)=[O:6])[CH:2]=[CH2:3]. Reaction conditions: time 30 minute. Procedure: To a solution of (2R,4R)-1-allyloxycarbonyl-4-t-butyldimethylsilyloxy-2-[3-(imidazol-1-yl)propyl]pyrrolidine (19.0 g) in acetonitrile (94 ml) was added conc. hydrochloric acid (9.4 ml) dropwise at 0° C. The solution was stirred at the same temperature for 30 minutes and quenched by the addition of triethylamine (16.7 ml). To the mixture was added ethyl acetate (200 ml) and the insoluble solid was removed by filtration. The filtrate was concentrated and the residue was dissolved in ethyl acetate ... Reactants: C(C=C)OC(=O)N1[C@@H](C[C@H](C1)O[Si](C)(C)C(C)(C)C)CCCN1C=NC=C1 ((2R,4R)-1-allyloxycarbonyl-4-t-butyldimethylsilyloxy-2-[3-(imidazol-1-yl)propyl]pyrrolidine), Cl (hydrochloric acid). Yields the product C(C=C)OC(=O)N1[C@@H](C[C@H](C1)O)CCCN1C=NC=C1 ((2R,4R)-1-allyloxycarbonyl-4-hydroxy-2-[3-(imidazol-1-yl)propyl]pyrrolidine). Run in C(C)#N (acetonitrile). Yield: 92.7%.